From a dataset of the Open Reaction Database (ORD), a public repository of structured organic reaction records. describe an organic reaction: reactants, conditions, products, and yield Reactants: COc1ccc(Nc2nc(NC3CCCC3)ncc2-c2nc(C)nc(SC)n2)cn1, N, C1COCCO1. The product is COc1ccc(Nc2nc(NC3CCCC3)ncc2-c2nc(C)nc(N)n2)cn1. As a reaction SMILES: [CH:1]1([NH:6][c:7]2[n:8][cH:9][c:10](-[c:22]3[n:23][c:24]([S:29][CH3:30])[n:25][c:26]([CH3:28])[n:27]3)[c:11]([NH:13][c:14]3[cH:15][n:16][c:17]([O:20][CH3:21])[cH:18][cH:19]3)[n:12]2)[CH2:2][CH2:3][CH2:4][CH2:5]1.[NH3:31].[O:32]1[CH2:33][CH2:34][O:35][CH2:36][CH2:37]1>>[CH:1]1([NH:6][c:7]2[n:8][cH:9][c:10](-[c:22]3[n:23][c:24]([NH2:31])[n:25][c:26]([CH3:28])[n:27]3)[c:11]([NH:13][c:14]3[cH:15][n:16][c:17]([O:20][CH3:21])[cH:18][cH:19]3)[n:12]2)[CH2:2][CH2:3][CH2:4][CH2:5]1. The reactants are [BH3-]C#N, CO, CCCCC=O, N#Cc1[nH]cnc1N, [Na+]. Product: CCCCCNc1nc[nH]c1C#N. RXN SMILES: [C:15]([BH3-:16])#[N:17].[CH3:19][OH:20].[CH:9]([CH2:10][CH2:11][CH2:12][CH3:13])=[O:14].[NH2:1][c:2]1[n:3][cH:4][nH:5][c:6]1[C:7]#[N:8].[Na+:18]>>[NH:1]([c:2]1[n:3][cH:4][nH:5][c:6]1[C:7]#[N:8])[CH2:9][CH2:10][CH2:11][CH2:12][CH3:13]. Procedure details: Using the same method as in Example 5-(i), 3,5-dimethyl-4-(4,4,5,5-tetramethyl-1,3,2-dioxaborolan-2-yl)isoxazole was reacted with the (3-iodophenyl)carbamic acid.tert-butyl to give [3-(3,5-dimethylisoxazol-4-yl)phenyl]carbamic acid.tert-butyl (yield: 85%). As a reaction SMILES: [CH3:1][C:2]1[C:6](B2OC(C)(C)C(C)(C)O2)=[C:5]([CH3:16])[O:4][N:3]=1.I[C:18]1[CH:19]=[C:20]([NH:24][C:25](=[O:27])[OH:26])[CH:21]=[CH:22][CH:23]=1>>[CH3:1][C:2]1[C:6]([C:18]2[CH:19]=[C:20]([NH:24][C:25](=[O:26])[OH:27])[CH:21]=[CH:22][CH:23]=2)=[C:5]([CH3:16])[O:4][N:3]=1. Reactants: CC1=NOC(=C1B1OC(C(O1)(C)C)(C)C)C (3,5-dimethyl-4-(4,4,5,5-tetramethyl-1,3,2-dioxaborolan-2-yl)isoxazole), IC=1C=C(C=CC1)NC(O)=O ((3-iodophenyl)carbamic acid). The product is CC1=NOC(=C1C=1C=C(C=CC1)NC(O)=O)C ([3-(3,5-dimethylisoxazol-4-yl)phenyl]carbamic acid). Starting materials: ClC1=C(C(=CC(=C1)C(F)(F)F)Cl)C1=NNC(=C1)SC (3-(2,6-dichloro-4-trifluoromethylphenyl)-5-(methylsulfenyl)pyrazole), ClC1=C(C(=CC(=C1)C(F)(F)F)Cl)C1=NNC(=C1)SC (3-(2,6-dichloro-4-trifluoromethylphenyl)-5-(methylsulfenyl)pyrazole), C([O-])([O-])=O.[K+].[K+] (potassium carbonate), C(CCC)Br (n-butyl bromide). Solvent: CC(=O)C (acetone). Yields the product C(CCC)N1N=C(C=C1SC)C1=C(C=C(C=C1Cl)C(F)(F)F)Cl (1-butyl-3-(2,6-dichloro-4-trifluoromethylphenyl)-5-(methylsulfenyl)pyrazole), oil. The yield is 69.6%. Reaction SMILES: [Cl:1][C:2]1[CH:7]=[C:6]([C:8]([F:11])([F:10])[F:9])[CH:5]=[C:4]([Cl:12])[C:3]=1[C:13]1[CH:17]=[C:16]([S:18][CH3:19])[NH:15][N:14]=1.C(=O)([O-])[O-].[K+].[K+].[CH2:26](Br)[CH2:27][CH2:28][CH3:29]>CC(C)=O>[CH2:26]([N:15]1[C:16]([S:18][CH3:19])=[CH:17][C:13]([C:3]2[C:2]([Cl:1])=[CH:7][C:6]([C:8]([F:11])([F:10])[F:9])=[CH:5][C:4]=2[Cl:12])=[N:14]1)[CH2:27][CH2:28][CH3:29] |f:1.2.3|. Procedure: A solution of 0.8 g of 3-(2,6-dichloro-4-trifluoromethylphenyl)-5-(methylsulfenyl)pyrazole (compound 16), 0.7 g of anhydrous potassium carbonate and 0.4 g of n-butyl bromide in 25 ml of acetone were refluxed for 4 hours. The reaction mixture was filtered through Celite, the filtrate was concentrated under reduced pressure and the resulting residue was purified by column chromatography on silica gel (eluent: ether/hexane=1/20) to obtain 0.3 g of the desired product in the form of a light brown oi...